From a dataset of the Open Reaction Database (ORD), a public repository of structured organic reaction records. describe an organic reaction: reactants, conditions, products, and yield The reactants are COc1ccc(C2(O)c3c(C)c(N4CCC(c5ccc(OC)c(OC)c5)CC4)c(C)c(C)c3OC2(C)C)cc1, CO, CCCCCC. The product is COc1ccc(C2c3c(C)c(N4CCC(c5ccc(OC)c(OC)c5)CC4)c(C)c(C)c3OC2(C)C)cc1. Reaction SMILES: [CH3:1][O:2][c:3]1[cH:4][cH:5][c:6]([C:9]2([OH:39])[C:10]([CH3:37])([CH3:38])[O:11][c:12]3[c:13]2[c:14]([CH3:36])[c:15]([N:20]2[CH2:21][CH2:22][CH:23]([c:26]4[cH:27][c:28]([O:34][CH3:35])[c:29]([O:32][CH3:33])[cH:30][cH:31]4)[CH2:24][CH2:25]2)[c:16]([CH3:19])[c:17]3[CH3:18])[cH:7][cH:8]1.[CH3:40][OH:41].[CH3:42][CH2:43][CH2:44][CH2:45][CH2:46][CH3:47]>>[CH3:1][O:2][c:3]1[cH:4][cH:5][c:6]([CH:9]2[C:10]([CH3:37])([CH3:38])[O:11][c:12]3[c:13]2[c:14]([CH3:36])[c:15]([N:20]2[CH2:21][CH2:22][CH:23]([c:26]4[cH:27][c:28]([O:34][CH3:35])[c:29]([O:32][CH3:33])[cH:30][cH:31]4)[CH2:24][CH2:25]2)[c:16]([CH3:19])[c:17]3[CH3:18])[cH:7][cH:8]1. The reactants are O=[N+]([O-])c1ccnc(Cl)c1, Nc1ccc(O)c(F)c1, [H-], [Na+], CN(C)C=O. The product is Nc1ccc(Oc2ccnc(Cl)c2)c(F)c1. Reaction SMILES: [Cl:12][c:13]1[n:14][cH:15][cH:16][c:17]([N+:19]([O-:20])=[O:21])[cH:18]1.[F:3][c:4]1[c:5]([OH:11])[cH:6][cH:7][c:8]([NH2:10])[cH:9]1.[H-:1].[Na+:2].[O:22]=[CH:23][N:24]([CH3:25])[CH3:26]>>[F:3][c:4]1[c:5]([O:11][c:17]2[cH:16][cH:15][n:14][c:13]([Cl:12])[cH:18]2)[cH:6][cH:7][c:8]([NH2:10])[cH:9]1. The reactants are C(#N)[BH3-].[Na+] (sodium cyanoborohydride), N1(CCCC1)C1=NC(=CC(=N1)N1CCNCC1)N1CCCC1 (2,6-bis(1-pyrrolidinyl)-4-(1-piperazinyl)pyrimidine), C(C)(C)(C)C=1C=C(C=O)C=C(C1O)C(C)(C)C (3,5-di-t-butyl-4-hydroxybenzaldehyde), Cl (hydrochloric acid). Solvent: CO (methanol). Reaction conditions: time 18 hour. The product is CC(C)(C)C1=C(C(=CC(=C1)CN1CCN(CC1)C1=NC(=NC(=C1)N1CCCC1)N1CCCC1)C(C)(C)C)O (2,6-Bis(1,1-dimethylethyl)-4-[[4-(2,6-bis-1-pyrrolidinyl-4-pyrimidinyl)-1-piperazinyl]methyl]phenol). RXN SMILES: [N:1]1([C:6]2[N:11]=[C:10]([N:12]3[CH2:17][CH2:16][NH:15][CH2:14][CH2:13]3)[CH:9]=[C:8]([N:18]3[CH2:22][CH2:21][CH2:20][CH2:19]3)[N:7]=2)[CH2:5][CH2:4][CH2:3][CH2:2]1.Cl.[C:24]([C:28]1[CH:29]=[C:30]([CH:33]=[C:34]([C:37]([CH3:40])([CH3:39])[CH3:38])[C:35]=1[OH:36])[CH:31]=O)([CH3:27])([CH3:26])[CH3:25].C([BH3-])#N.[Na+]>CO>[CH3:40][C:37]([C:34]1[CH:33]=[C:30]([CH2:31][N:15]2[CH2:16][CH2:17][N:12]([C:10]3[CH:9]=[C:8]([N:18]4[CH2:19][CH2:20][CH2:21][CH2:22]4)[N:7]=[C:6]([N:1]4[CH2:5][CH2:4][CH2:3][CH2:2]4)[N:11]=3)[CH2:13][CH2:14]2)[CH:29]=[C:28]([C:24]([CH3:27])([CH3:26])[CH3:25])[C:35]=1[OH:36])([CH3:38])[CH3:39] |f:3.4|. Procedure: 2,6-bis(1-pyrrolidinyl)-4-(1-piperazinyl)pyrimidine (PREPARATION A-22) is stirred in methanol (10 ml). To the above solution is added saturated ethereal hydrochloric acid until the solution clarifies. To this mixture is added 3,5-di-t-butyl-4-hydroxybenzaldehyde and the mixture stirred for 30 min at which time sodium cyanoborohydride is added in two batches. The mixture is stirred at 20°-25° for 18 hr and quenched with hydrochoric acid (10%, 25 ml) added dropwise at 0°. The methanol is removed u... The reactants are FC=1C=C(C=CC1)C1=NN2C(C=CC(=C2)C(F)(F)F)=C1C1=CC=C(C=C1)S(=O)(=O)N (4-[2-(3-fluoro-phenyl)-6-trifluoromethyl-pyrazolo[1,5-a]pyridin-3-yl]benzenesulfonamide), ClC(=O)OC (methyl chloroformate), C([O-])([O-])=O.[K+].[K+] (potassium carbonate), ClC(=O)OC (methyl chloroformate), C([O-])([O-])=O.[K+].[K+] (potassium carbonate), O (water). Solvent: CC(=O)C (acetone). Reaction conditions: time 24 hour. Yields the product COC(NS(=O)(=O)C1=CC=C(C=C1)C=1C(=NN2C1C=CC(=C2)C(F)(F)F)C2=CC(=CC=C2)F)=O (Methyl{4-[2-(3-fluorophenyl)-6-(trifluoromethyl)pyrazolo[1,5-a]pyridin-3-yl]phenyl}sulfonylcarbamate). The yield is 26.4%. As a reaction SMILES: [F:1][C:2]1[CH:3]=[C:4]([C:8]2[C:20]([C:21]3[CH:26]=[CH:25][C:24]([S:27]([NH2:30])(=[O:29])=[O:28])=[CH:23][CH:22]=3)=[C:11]3[CH:12]=[CH:13][C:14]([C:16]([F:19])([F:18])[F:17])=[CH:15][N:10]3[N:9]=2)[CH:5]=[CH:6][CH:7]=1.Cl[C:32]([O:34][CH3:35])=[O:33].C(=O)([O-])[O-].[K+].[K+].O>CC(C)=O>[CH3:35][O:34][C:32](=[O:33])[NH:30][S:27]([C:24]1[CH:25]=[CH:26][C:21]([C:20]2[C:8]([C:4]3[CH:5]=[CH:6][CH:7]=[C:2]([F:1])[CH:3]=3)=[N:9][N:10]3[CH:15]=[C:14]([C:16]([F:17])([F:18])[F:19])[CH:13]=[CH:12][C:11]=23)=[CH:22][CH:23]=1)(=[O:29])=[O:28] |f:2.3.4|. Procedure: A Mixture of 4-[2-(3-fluoro-phenyl)-6-trifluoromethyl-pyrazolo[1,5-a]pyridin-3-yl]benzenesulfonamide (0.1 g 0.23 mmol), methyl chloroformate (Aldrich) (0.028 g 0.3 mmol) and potassium carbonate (0.07 g 0.05 mmol) were stirred and heated at reflux under nitrogen in acetone (10 ml) for 18 hr. Additional methyl chloroformate (0.028 g) and potassium carbonate (0.07 g) were added and heating continued for a further 24 hr. The reaction mixture was poured into water (100 ml) and extracted with ethyl ac... The reactants are BrCC(C)O (1-bromopropan-2-ol), O1CCCC=C1 (3,4-dihydro-2H-pyran), O.C1(=CC=C(C=C1)S(=O)(=O)O)C (p-toluenesulfonic acid monohydrate). Run in CCOC(=O)C (EtOAc), ClCCl (dichloromethane). Run at temperature 0 celsius, time 15 minute. Yields the product BrCC(OC1OCCCC1)C (2-(2-bromo-1-methyl-ethoxy)-tetrahydro-2H-pyran). Reaction SMILES: [Br:1][CH2:2][CH:3]([OH:5])[CH3:4].[O:6]1[CH:11]=[CH:10][CH2:9][CH2:8][CH2:7]1.O.C1(C)C=CC(S(O)(=O)=O)=CC=1>ClCCl.CCOC(C)=O>[Br:1][CH2:2][CH:3]([CH3:4])[O:5][CH:7]1[CH2:8][CH2:9][CH2:10][CH2:11][O:6]1 |f:2.3|. Reported procedure: To a solution of 1-bromopropan-2-ol (1.25 g, 9.0 mmol) and 3,4-dihydro-2H-pyran (2.04 ml, 22.5 mmol) in dichloromethane (50 ml) at 0° C. was added p-toluenesulfonic acid monohydrate (85 mg, 0.45 mmol). The reaction mixture was stirred at 0° C. for 15 min then warmed to room temperature and stirred for 2 h. The reaction was diluted with EtOAc and washed with water, sat NaHCO3, and brine then dried over MgSO4 and concentrated to afford 2-(2-bromo-1-methyl-ethoxy)-tetrahydro-2H-pyran as a light bro... The reactants are C1(=CC=CC=C1)C(C(=O)O)SC1=C(C(=CC=C1)O)C(=O)O (2-phenyl-2-(2'-carboxy-3'-hydroxyphenylthio)-acetic acid), C(C)(=O)[O-].[Na+] (sodium acetate), C(C)(=O)OC(C)=O (acetic anhydride), ice water. Conditions: temperature 60 celsius. Yields the product C(C)(=O)OC=1C2=C(SC1C1=CC=CC=C1)C=CC=C2OC(C)=O (3,4-diacetoxy-2-phenylbenzo[b]thiophene). Reaction SMILES: [C:1]1([CH:7]([S:11][C:12]2[CH:17]=[CH:16][CH:15]=[C:14]([OH:18])[C:13]=2[C:19]([OH:21])=O)C(O)=O)[CH:6]=[CH:5][CH:4]=[CH:3][CH:2]=1.[C:22]([O-:25])(=O)[CH3:23].[Na+].[C:27](OC(=O)C)(=[O:29])[CH3:28]>>[C:27]([O:21][C:19]1[C:13]2[C:14]([O:18][C:22](=[O:25])[CH3:23])=[CH:15][CH:16]=[CH:17][C:12]=2[S:11][C:7]=1[C:1]1[CH:2]=[CH:3][CH:4]=[CH:5][CH:6]=1)(=[O:29])[CH3:28] |f:1.2|. Procedure: A mixture of 2-phenyl-2-(2'-carboxy-3'-hydroxyphenylthio)-acetic acid (0.19 g, 0.62 mmol), sodium acetate (0.38 g) and acetic anhydride (2 ml) was heated at 60° C. for 10 minutes, with vigorous gas evolution taking place. The mixture was poured into ice-water and extracted with diethyl ether. The combined organic extracts were washed with 1% aqueous sodium hydroxide, water, dried (sodium sulfate), and evaporated. The residue was subjected to chromatography and evaporated. The residue was subject... Starting materials: C(C1=CC=CC=C1)OC(=O)N1CC=2NC3=CC=CC=C3C2C[C@H]1CC(=O)OC (methyl (3S)-2-benzyloxycarbonyl-1,2,3,4-tetrahydro-β-carboline-3-acetate), [OH-].[Na+] (NaOH). Run in O1CCCC1 (tetrahydrofuran). Reaction conditions: time 16 hour. The product is C(C1=CC=CC=C1)OC(=O)N1CC=2NC3=CC=CC=C3C2C[C@H]1CC(=O)O ((3S)-2-benzyloxycarbonyl-1,2,3,4-tetrahydro-β-carboline-3-acetic acid). Yield: 75.2%. Reaction SMILES: [CH2:1]([O:8][C:9]([N:11]1[C@H:23]([CH2:24][C:25]([O:27]C)=[O:26])[CH2:22][C:21]2[C:20]3[C:15](=[CH:16][CH:17]=[CH:18][CH:19]=3)[NH:14][C:13]=2[CH2:12]1)=[O:10])[C:2]1[CH:7]=[CH:6][CH:5]=[CH:4][CH:3]=1.[OH-].[Na+]>O1CCCC1>[CH2:1]([O:8][C:9]([N:11]1[C@H:23]([CH2:24][C:25]([OH:27])=[O:26])[CH2:22][C:21]2[C:20]3[C:15](=[CH:16][CH:17]=[CH:18][CH:19]=3)[NH:14][C:13]=2[CH2:12]1)=[O:10])[C:2]1[CH:7]=[CH:6][CH:5]=[CH:4][CH:3]=1 |f:1.2|. Reported procedure: 0.87 g of methyl (3S)-2-benzyloxycarbonyl-1,2,3,4-tetrahydro-β-carboline-3-acetate is dissolved in 12 ml of tetrahydrofuran, and 5 ml of 1N NaOH are added thereto. The mixture is stirred at room temperature for 16 hours. The mixture is evaporated to remove the solvent. The residue is dissolved in water, and the aqueous solution is extracted with ethyl acetate. The aqueous layer is acidified with 10% HCl, and extracted with ethyl acetate. The extract is washed with a saturated aqueous sodium chlo... Starting materials: FC(C1=NC2=C(N1)C=CC=C2OC)F (2-difluoromethyl-4-methoxy-1H-benzimidazole), ClC1=NC(=NC(=N1)Cl)N1CCOCC1 (2,4-dichloro-6-(4-morpholinyl)-1,3,5-triazine), C(=O)([O-])[O-].[K+].[K+] (K2CO3). The solvent is CN(C)C=O (DMF), O (water). Reaction conditions: time 3 hour. The product is ClC1=NC(=NC(=N1)N1CCOCC1)N1C(=NC2=C1C=CC=C2OC)C(F)F (1-[4-chloro-6-(4-morpholinyl)-1,3,5-triazin-2-yl]-2-(difluoromethyl)-4-methoxy-1H-benzimidazole). Yield: 85.9%. Reaction SMILES: [F:1][CH:2]([F:14])[C:3]1[NH:7][C:6]2[CH:8]=[CH:9][CH:10]=[C:11]([O:12][CH3:13])[C:5]=2[N:4]=1.[Cl:15][C:16]1[N:21]=[C:20](Cl)[N:19]=[C:18]([N:23]2[CH2:28][CH2:27][O:26][CH2:25][CH2:24]2)[N:17]=1.C([O-])([O-])=O.[K+].[K+]>CN(C=O)C.O>[Cl:15][C:16]1[N:17]=[C:18]([N:23]2[CH2:24][CH2:25][O:26][CH2:27][CH2:28]2)[N:19]=[C:20]([N:7]2[C:6]3[CH:8]=[CH:9][CH:10]=[C:11]([O:12][CH3:13])[C:5]=3[N:4]=[C:3]2[CH:2]([F:1])[F:14])[N:21]=1 |f:2.3.4|. Reported procedure: A mixture of 3.96 g (20 mmol) of the above benzimidazole, 4.70 g (20 mmol) of 2,4-dichloro-6-(4-morpholinyl)-1,3,5-triazine, and 22 g (80 mmol) of powdered K2CO3 in 150 mL of DMF at room temperature was stirred rapidly for 3 hr and then diluted with water. The resulting precipitate was collected, washed with water, and then with cold ethanol, and dried to give 6.82 g (86%) of 1-[4-chloro-6-(4-morpholinyl)-1,3,5-triazin-2-yl]-2-(difluoromethyl)-4-methoxy-1H-benzimidazole: mp (CHCl3/EtOH) 263-266°... Starting materials: COc1cc(C=C(C)C)cc2c1OC(C)(C)C2, CC(=O)O, N#Cc1ccccc1, O, O=S(=O)(O)O. Product: COc1cc2c(c3c1OC(C)(C)C3)C(c1ccccc1)=NC(C)(C)C2. Reaction SMILES: [CH3:1][O:2][c:3]1[cH:4][c:5]([CH:14]=[C:15]([CH3:16])[CH3:17])[cH:6][c:7]2[c:11]1[O:10][C:9]([CH3:12])([CH3:13])[CH2:8]2.[CH3:32][C:33](=[O:34])[OH:35].[N:18]#[C:19][c:20]1[cH:21][cH:22][cH:23][cH:24][cH:25]1.[OH2:31].[S:26](=[O:27])(=[O:28])([OH:29])[OH:30]>>[CH3:1][O:2][c:3]1[cH:4][c:5]2[c:6]([c:7]3[c:11]1[O:10][C:9]([CH3:12])([CH3:13])[CH2:8]3)[C:19]([c:20]1[cH:21][cH:22][cH:23][cH:24][cH:25]1)=[N:18][C:15]([CH3:16])([CH3:17])[CH2:14]2.